This data is from the Open Reaction Database (ORD), a public repository of structured organic reaction records. The task is: describe an organic reaction: reactants, conditions, products, and yield Reactants: O=C([O-])[O-], C1COCCO1, ClCCl, O=C(Nc1ccc2cc(OS(=O)(=O)C(F)(F)F)ccc2c1)c1cccs1, [K+], [K+], O, OB(O)c1cccc2cnccc12. The product is O=C(Nc1ccc2cc(-c3cccc4cnccc34)ccc2c1)c1cccs1. RXN SMILES: [C:40](=[O:41])([O-:42])[O-:43].[CH2:46]1[O:47][CH2:48][CH2:49][O:50][CH2:51]1.[Cl:52][CH2:53][Cl:54].[F:1][C:2]([F:3])([F:4])[S:5]([O:6][c:7]1[cH:8][c:9]2[cH:10][cH:11][c:12]([NH:17][C:18](=[O:19])[c:20]3[s:21][cH:22][cH:23][cH:24]3)[cH:13][c:14]2[cH:15][cH:16]1)(=[O:25])=[O:26].[K+:44].[K+:45].[OH2:55].[cH:27]1[n:28][cH:29][cH:30][c:31]2[c:32]([B:37]([OH:38])[OH:39])[cH:33][cH:34][cH:35][c:36]12>>[c:7]1(-[c:32]2[c:31]3[cH:30][cH:29][n:28][cH:27][c:36]3[cH:35][cH:34][cH:33]2)[cH:8][c:9]2[cH:10][cH:11][c:12]([NH:17][C:18](=[O:19])[c:20]3[s:21][cH:22][cH:23][cH:24]3)[cH:13][c:14]2[cH:15][cH:16]1.